This data is from the Open Reaction Database (ORD), a public repository of structured organic reaction records. The task is: describe an organic reaction: reactants, conditions, products, and yield Reactants: C([O-])([O-])=O.[Na+].[Na+] (sodium carbonate), BrCC(=O)C1=CC=C(C=C1)OC (2-bromo-1-(4'-methoxy-phenyl)-ethanone), C(CO)O (ethylene glycol), O.C1(=CC=C(C=C1)S(=O)(=O)O)C (para-toluenesulfonic acid hydrate). Solvent: C1=CC=CC=C1 (benzene). Reaction conditions: time 5 hour. Product: BrCC1(OCCO1)C1=CC=C(C=C1)OC (2-bromomethyl-2-(4'-methoxy-phenyl)-1,3-dioxolane). Isolated yield 98.9%. RXN SMILES: [Br:1][CH2:2][C:3]([C:5]1[CH:10]=[CH:9][C:8]([O:11][CH3:12])=[CH:7][CH:6]=1)=[O:4].[CH2:13](O)[CH2:14][OH:15].O.C1(C)C=CC(S(O)(=O)=O)=CC=1.C(=O)([O-])[O-].[Na+].[Na+]>C1C=CC=CC=1>[Br:1][CH2:2][C:3]1([C:5]2[CH:10]=[CH:9][C:8]([O:11][CH3:12])=[CH:7][CH:6]=2)[O:15][CH2:14][CH2:13][O:4]1 |f:2.3,4.5.6|. Procedure details: 2-bromo-1-(4'-methoxy-phenyl)-ethanone (20 g, 87 mmol), ethylene glycol (54 g, 870 mmol), para-toluenesulfonic acid hydrate (1.7 g, 8.7 mmol) and benzene (50 ml) are heated and stirred together for 5 h in a flask beneath a Dean-Stark trap. The reaction mixture is added dropwise to a well stirred saturated sodium carbonate solution (0.4 l) and extracted with ethyl ether (3×70 ml). The combined organic extract is washed with a 2% sodium hydrogen carbonate solution, dried (Na2CO3) and filtered. The... The reactants are BrCC(=O)OCC (ethyl bromoacetate), NC=1C=C(C(=CC1)O)C (4-amino-o-cresol), C(=O)([O-])[O-].[Cs+].[Cs+] (Cs2CO3). The reagents and catalysts are BrCC(=O)OCC (ethyl bromoacetate). Solvent: C(C)#N (acetonitrile). Run at time 2 hour. The product is C(C)OC(COC1=C(C=C(C=C1)N)C)=O ((4-amino-2-methyl-phenoxy)-acetic acid ethyl ester). The yield is 106.3%. As a reaction SMILES: Br[CH2:2][C:3]([O:5][CH2:6][CH3:7])=[O:4].[NH2:8][C:9]1[CH:10]=[C:11]([CH3:16])[C:12]([OH:15])=[CH:13][CH:14]=1.C([O-])([O-])=O.[Cs+].[Cs+]>C(#N)C.BrCC(OCC)=O>[CH2:6]([O:5][C:3](=[O:4])[CH2:2][O:15][C:12]1[CH:13]=[CH:14][C:9]([NH2:8])=[CH:10][C:11]=1[CH3:16])[CH3:7] |f:2.3.4|. Procedure details: A solution of ethyl bromoacetate (7.19 ml, 63 mmol) and 4-amino-o-cresol (7.39 g, 60 mmol) in dry acetonitrile (420 ml) was treated at 15° C. with Cs2CO3 (42.03 g, 129 mmol) and stirred at RT for 2 h. Additional ethyl bromoacetate (0.33 ml, 3 mmol) was added and after 4 h, the mixture was filtered, washed with acetonitrile and evaporated. The residue was suspended in CH2Cl2, filtered and evaporated to give 13.34 g (quantitative) of (4-amino-2-methyl-phenoxy)-acetic acid ethyl ester as a green oi... Reactants: CCCCS, CCOCC, O=[N+]([O-])c1ccc(SCl)c(C(Cl)(Cl)Cl)c1. Yields the product CCCCSSc1ccc([N+](=O)[O-])cc1C(Cl)(Cl)Cl. As a reaction SMILES: [CH2:16]([CH2:17][CH2:18][CH3:19])[SH:20].[CH3:21][CH2:22][O:23][CH2:24][CH3:25].[N+:1](=[O:2])([O-:3])[c:4]1[cH:5][c:6]([C:12]([Cl:13])([Cl:14])[Cl:15])[c:7]([S:10][Cl:11])[cH:8][cH:9]1>>[N+:1](=[O:2])([O-:3])[c:4]1[cH:5][c:6]([C:12]([Cl:13])([Cl:14])[Cl:15])[c:7]([S:10][S:20][CH2:16][CH2:17][CH2:18][CH3:19])[cH:8][cH:9]1. Reactants: NC1=CC(NC(N1)=O)=O (6-Aminouracil), C(C)(=O)O (acetic acid), O (water), CN(/C=C/C(=O)C=1C=CC(=C(C(=O)OC)C1)OC)C (methyl 5-[(2E)-3-(dimethylamino)prop-2-enoyl]-2-methoxybenzoate), O (Water). The solvent is CS(=O)C (DMSO). Reaction conditions: temperature 99 celsius, time 90 minute. Product: O=C1NC(C2=C(N1)N=C(C=C2)C=2C=CC(=C(C(=O)OC)C2)OC)=O (Methyl 5-(2,4-dioxo-1,2,3,4-tetrahydropyrido[2,3-d]pyrimidin-7-yl)-2-methoxybenzoate). Isolated yield 106.4%. Reaction SMILES: [NH2:1][C:2]1[NH:7][C:6](=[O:8])[NH:5][C:4](=[O:9])[CH:3]=1.C(O)(=O)C.O.CN(C)/[CH:17]=[CH:18]/[C:19]([C:21]1[CH:22]=[CH:23][C:24]([O:31][CH3:32])=[C:25]([CH:30]=1)[C:26]([O:28][CH3:29])=[O:27])=O>CS(C)=O>[O:8]=[C:6]1[NH:7][C:2]2[N:1]=[C:19]([C:21]3[CH:22]=[CH:23][C:24]([O:31][CH3:32])=[C:25]([CH:30]=3)[C:26]([O:28][CH3:29])=[O:27])[CH:18]=[CH:17][C:3]=2[C:4](=[O:9])[NH:5]1. Reported procedure: 6-Aminouracil (14.32 g, 112.7 mmol) was added to glacial acetic acid (112.5 mL) and water (75 mL) and the mixture heated to 99° C. A solution of methyl 5-[(2E)-3-(dimethylamino)prop-2-enoyl]-2-methoxybenzoate (15 g, 56.3 mmol) in DMSO (75 mL) was then added over 180 minutes. The reaction was stirred at 99° C. for a further 90 minutes and cooled to 60° C. Water (75 mL) was then added and the reaction maintained at 60° C. for a further 60 minutes and then filtered off to afford a beige solid. The ... Reactants: CC(C)(C)OC(=O)NCCNCc1ccc(-c2ccccc2-c2nnnn2C(c2ccccc2)(c2ccccc2)c2ccccc2)cc1, CCN(C(C)C)C(C)C, O=C(Cl)OCc1ccccc1, ClCCl, O. The product is CC(C)(C)OC(=O)NCCN(Cc1ccc(-c2ccccc2-c2nnnn2C(c2ccccc2)(c2ccccc2)c2ccccc2)cc1)C(=O)OCc1ccccc1. Reaction SMILES: [C:1]([CH3:2])([CH3:3])([CH3:4])[O:5][C:6]([NH:7][CH2:8][CH2:9][NH:10][CH2:11][c:12]1[cH:13][cH:14][c:15](-[c:18]2[c:19](-[c:24]3[n:25][n:26][n:27][n:28]3[C:29]([c:30]3[cH:31][cH:32][cH:33][cH:34][cH:35]3)([c:36]3[cH:37][cH:38][cH:39][cH:40][cH:41]3)[c:42]3[cH:43][cH:44][cH:45][cH:46][cH:47]3)[cH:20][cH:21][cH:22][cH:23]2)[cH:16][cH:17]1)=[O:48].[CH:49]([N:50]([CH2:51][CH3:52])[CH:53]([CH3:54])[CH3:55])([CH3:56])[CH3:57].[Cl:58][C:59](=[O:60])[O:61][CH2:62][c:63]1[cH:64][cH:65][cH:66][cH:67][cH:68]1.[Cl:70][CH2:71][Cl:72].[OH2:69]>>[C:1]([CH3:2])([CH3:3])([CH3:4])[O:5][C:6]([NH:7][CH2:8][CH2:9][N:10]([CH2:11][c:12]1[cH:13][cH:14][c:15](-[c:18]2[c:19](-[c:24]3[n:25][n:26][n:27][n:28]3[C:29]([c:30]3[cH:31][cH:32][cH:33][cH:34][cH:35]3)([c:36]3[cH:37][cH:38][cH:39][cH:40][cH:41]3)[c:42]3[cH:43][cH:44][cH:45][cH:46][cH:47]3)[cH:20][cH:21][cH:22][cH:23]2)[cH:16][cH:17]1)[C:59](=[O:60])[O:61][CH2:62][c:63]1[cH:64][cH:65][cH:66][cH:67][cH:68]1)=[O:48]. Starting materials: OC=1C=C(C=O)C=CC1 (3-hydroxybenzaldehyde), C(=O)([O-])[O-].[K+].[K+] (K2CO3), Cl.ClCCN1CCCCC1 (N-(2-chloroethyl)piperidine hydrochloride). Run in C(C)#N (acetonitrile). Yields the product N1(CCCCC1)CCOC=1C=C(C=O)C=CC1 (3-[2-(1-piperdinyl)ethoxy]benzaldehyde). Yield: 60.7%. Reaction SMILES: [OH:1][C:2]1[CH:3]=[C:4]([CH:7]=[CH:8][CH:9]=1)[CH:5]=[O:6].C([O-])([O-])=O.[K+].[K+].Cl.Cl[CH2:18][CH2:19][N:20]1[CH2:25][CH2:24][CH2:23][CH2:22][CH2:21]1>C(#N)C>[N:20]1([CH2:19][CH2:18][O:1][C:2]2[CH:3]=[C:4]([CH:7]=[CH:8][CH:9]=2)[CH:5]=[O:6])[CH2:25][CH2:24][CH2:23][CH2:22][CH2:21]1 |f:1.2.3,4.5|. Procedure details: To a mixture of 3-hydroxybenzaldehyde (5.42 g, 44.38 mmol), K2CO3 (13.5 g) and acetonitrile was added N-(2-chloroethyl)piperidine hydrochloride (9.8 g). The reaction mixture was refluxed overnight, cooled to room temperature and filtered. The filtrate was stripped to give an oil which was partitioned between CHCl3 (350 ml) and 1M NaOH (200 ml). The organic layer was separated, washed with 1M NaOH (2×200 ml), treated with DARCO®, then MgSO4, filtered, and stripped to afford, as a dark oily liquid... Run in C(C)#N (acetonitrile). Procedure details: Preparation according to Example 1: 1-[2-fluoro-3-(trifluoro-methyl)phenyl]piperazine (0.5 g, 2.0 mmol), acetonitrile (25 ml), potassium carbonate (0.42 g, 3.0 mmol) and 1-bromo-2-methoxyethane (0.189 ml, 2.0 mmol). Yield: 0.26 g (42%). The amine was converted to the hydrochloric acid salt and recrystallized from ethanol/diethyl ether: M.p. 170-171° C. MS m/z (relative intensity, 70 eV) 306 (M+, 9), 262 (13), 261 (bp), 218 (23), 190 (23). Reactants: FC1=C(C=CC=C1C(F)(F)F)N1CCNCC1 (1-[2-fluoro-3-(trifluoro-methyl)phenyl]piperazine), amine, Cl (hydrochloric acid), C([O-])([O-])=O.[K+].[K+] (potassium carbonate), BrCCOC (1-bromo-2-methoxyethane). The product is FC1=C(C=CC=C1C(F)(F)F)N1CCN(CC1)CCOC (1-[2-FLUORO-3-(TRIFLUOROMETHYL)PHENYL]-4-(2-METHOXYETHYL)PIPERAZINE). RXN SMILES: [F:1][C:2]1[C:7]([C:8]([F:11])([F:10])[F:9])=[CH:6][CH:5]=[CH:4][C:3]=1[N:12]1[CH2:17][CH2:16][NH:15][CH2:14][CH2:13]1.C(=O)([O-])[O-].[K+].[K+].Br[CH2:25][CH2:26][O:27][CH3:28].Cl>C(#N)C>[F:1][C:2]1[C:7]([C:8]([F:9])([F:10])[F:11])=[CH:6][CH:5]=[CH:4][C:3]=1[N:12]1[CH2:13][CH2:14][N:15]([CH2:25][CH2:26][O:27][CH3:28])[CH2:16][CH2:17]1 |f:1.2.3|. Starting materials: C(C=C)[C@@]1(C(N([C@@H]([C@H](C1)C1=CC(=CC=C1)Cl)C1=CC=C(C=C1)Cl)C1=NC=NC=C1)=O)C ((3S,5R,6S)-3-allyl-5-(3-chlorophenyl)-6-(4-chlorophenyl)-3-methyl-1-(pyrimidin-4-yl)piperidin-2-one), I(=O)(=O)(=O)[O-].[Na+] (sodium periodate). The reagents and catalysts are [Os](=O)(=O)(=O)=O (osmium tetroxide). Solvent: O1CCCC1 (tetrahydrofuran), O (water). Run at time 5 minute. Yields the product ClC=1C=C(C=CC1)[C@H]1C[C@](C(N([C@@H]1C1=CC=C(C=C1)Cl)C1=NC=NC=C1)=O)(C)CC=O (2-((3R,5R,6S)-5-(3-chlorophenyl)-6-(4-chlorophenyl)-3-methyl-2-oxo-1-(pyrimidin-4-yl)piperidin-3-yl)acetaldehyde). RXN SMILES: [CH2:1]([C@@:4]1([CH3:31])[CH2:9][C@H:8]([C:10]2[CH:15]=[CH:14][CH:13]=[C:12]([Cl:16])[CH:11]=2)[C@@H:7]([C:17]2[CH:22]=[CH:21][C:20]([Cl:23])=[CH:19][CH:18]=2)[N:6]([C:24]2[CH:29]=[CH:28][N:27]=[CH:26][N:25]=2)[C:5]1=[O:30])[CH:2]=C.I([O-])(=O)(=O)=[O:33].[Na+]>O1CCCC1.O.[Os](=O)(=O)(=O)=O>[Cl:16][C:12]1[CH:11]=[C:10]([C@@H:8]2[C@@H:7]([C:17]3[CH:18]=[CH:19][C:20]([Cl:23])=[CH:21][CH:22]=3)[N:6]([C:24]3[CH:29]=[CH:28][N:27]=[CH:26][N:25]=3)[C:5](=[O:30])[C@:4]([CH2:1][CH:2]=[O:33])([CH3:31])[CH2:9]2)[CH:15]=[CH:14][CH:13]=1 |f:1.2|. Procedure details: To a solution of (3S,5R,6S)-3-allyl-5-(3-chlorophenyl)-6-(4-chlorophenyl)-3-methyl-1-(pyrimidin-4-yl)piperidin-2-one (Example 110, Step B) (60 mg, 0.13 mmol) in a mixture of tetrahydrofuran (2.7 mL) and water (880 μL) was added osmium tetroxide (1.7 mg, 6.6 μmol). After 5 minutes, sodium periodate (89 mg, 0.46 mmol) was added and the reaction mixture was stirred for 14 hours. The reaction mixture was filtered through Celite® (J. T. Baker, Phillipsberg, N.J., diatomaceous earth) and washed with E...